describe an organic reaction: reactants, conditions, products, and yield From a dataset of the Open Reaction Database (ORD), a public repository of structured organic reaction records. Reactants: BrCc1ccccc1, O=C1Cc2cc(S(=O)(=O)Cl)ccc2N1. Product: O=C1Cc2cc(S(=O)(=O)Cc3ccccc3)ccc2N1. Reaction SMILES: [Br:15][CH2:16][c:17]1[cH:18][cH:19][cH:20][cH:21][cH:22]1.[O:1]=[C:2]1[NH:3][c:4]2[cH:5][cH:6][c:7]([S:11](=[O:12])(=[O:13])[Cl:14])[cH:8][c:9]2[CH2:10]1>>[O:1]=[C:2]1[NH:3][c:4]2[cH:5][cH:6][c:7]([S:11](=[O:12])(=[O:13])[CH2:16][c:17]3[cH:18][cH:19][cH:20][cH:21][cH:22]3)[cH:8][c:9]2[CH2:10]1. The reactants are OCCCCCCOC1(CC=C(C=C1)C=CC1=CC=CC=C1)S(=O)(=O)C (4-(6-hydroxyhexyloxy)-4-methylsulfonylstilbene), OC1=CC=C(C=O)C=C1 (4-hydroxybenzaldehyde), ClCCCCCCO (6-chloro-1-hexanol), C([O-])([O-])=O.[Na+].[Na+] (sodium carbonate), [I-].[Na+] (sodium iodide), C(C)(=O)OC(C)=O (acetic anhydride). Run in O (water), CC(CC)=O (2-butanone). Product: C(C)(=O)OCCCCCCOC1=CC=C(C=O)C=C1 (4-(6-acetoxyhexyloxy)benzaldehyde). As a reaction SMILES: [OH:1][CH2:2][CH2:3][CH2:4][CH2:5][CH2:6][CH2:7][O:8][C:9]1(S(C)(=O)=O)[CH:14]=[CH:13][C:12]([CH:15]=CC2C=CC=CC=2)=[CH:11][CH2:10]1.[OH:27][C:28]1C=CC(C=O)=C[CH:29]=1.ClCCCCCC[OH:43].C(=O)([O-])[O-].[Na+].[Na+].[I-].[Na+].C(OC(=O)C)(=O)C>O.CC(=O)CC>[C:28]([O:1][CH2:2][CH2:3][CH2:4][CH2:5][CH2:6][CH2:7][O:8][C:9]1[CH:10]=[CH:11][C:12]([CH:15]=[O:43])=[CH:13][CH:14]=1)(=[O:27])[CH3:29] |f:3.4.5,6.7|. Procedure: An absorption spectrum was taken using the procedures described in Example 1 of the monomeric dipole 4-(6-hydroxyhexyloxy)-4-methylsulfonylstilbene, which has the structural formula: ##STR63## and was prepared as follows: First, 4-(6-acetoxyhexyloxy)benzaldehyde was prepared as follows: A mixture of 81.0 g (0.66 mol) of 4-hydroxybenzaldehyde, 99.7 g (0.73 mol) of 6-chloro-1-hexanol, 70.3 g (0.66 mol) of sodium carbonate, 49.7 g (0.33 mol) of sodium iodide, and 250 mL of 2-butanone was stirred me...